From a dataset of the Open Reaction Database (ORD), a public repository of structured organic reaction records. describe an organic reaction: reactants, conditions, products, and yield Reactants: Cc1ccc(S(=O)(=O)Cl)cc1, Cc1cccc(C2CCCN2)c1. The product is Cc1ccc(S(=O)(=O)N2CCCC2c2cccc(C)c2)cc1. As a reaction SMILES: [c:13]1([CH3:23])[cH:14][cH:15][c:16]([S:19](=[O:20])(=[O:21])[Cl:22])[cH:17][cH:18]1.[c:1]1([CH3:12])[cH:2][c:3]([CH:7]2[NH:8][CH2:9][CH2:10][CH2:11]2)[cH:4][cH:5][cH:6]1>>[c:1]1([CH3:12])[cH:2][c:3]([CH:7]2[N:8]([S:19]([c:16]3[cH:15][cH:14][c:13]([CH3:23])[cH:18][cH:17]3)(=[O:20])=[O:21])[CH2:9][CH2:10][CH2:11]2)[cH:4][cH:5][cH:6]1. Reactants: C(C=C)OP(=O)(OCC=C)OCC1=C(C(=O)OCC2=CC=C(C=C2)OC)C=CC=C1F (4-methoxybenzyl 2-[[bis(allyloxy)phosphoryl]oxymethyl]-3-fluorobenzoate), C1(=CC=CC=C1)OC (anisole), FC(C(=O)O)(F)F (trifluoroacetic acid). Yields the product C(C=C)OP(=O)(OCC=C)OCC1=C(C(=O)O)C=CC=C1F (2-[[bis(allyloxy)phosphoryl]oxymethyl]-3-fluorobenzoic acid). Reaction SMILES: [CH2:1]([O:4][P:5]([O:11][CH2:12][C:13]1[C:30]([F:31])=[CH:29][CH:28]=[CH:27][C:14]=1[C:15]([O:17]CC1C=CC(OC)=CC=1)=[O:16])([O:7][CH2:8][CH:9]=[CH2:10])=[O:6])[CH:2]=[CH2:3].C1(OC)C=CC=CC=1.FC(F)(F)C(O)=O>>[CH2:1]([O:4][P:5]([O:11][CH2:12][C:13]1[C:30]([F:31])=[CH:29][CH:28]=[CH:27][C:14]=1[C:15]([OH:17])=[O:16])([O:7][CH2:8][CH:9]=[CH2:10])=[O:6])[CH:2]=[CH2:3]. Procedure details: According to a similar procedure to that described in Example 4-(6), 4-methoxybenzyl 2-[[bis(allyloxy)phosphoryl]oxymethyl]-3-fluorobenzoate (1.40 g, 3.12 mmol) obtained in Example 6-(1) was reacted with anisole (1.4 g, 12.9 mmol) and trifluoroacetic acid (5 ml), and the reaction mixture was worked up to afford 2-[[bis(allyloxy)phosphoryl]oxymethyl]-3-fluorobenzoic acid as a crude product. According to a similar procedure to that described in Example 4-(6), the crude product obtained above, oxal... Starting materials: [Br-], [Br-], C=CCCN(CC(=O)OCc1ccccc1)C(C)c1ccccc1, CC(C)[N-]C(C)C, [Li+], [Zn+2]. Product: CC1CCN(C(C)c2ccccc2)C1C(=O)OCc1ccccc1. As a reaction SMILES: [Br-:33].[Br-:35].[CH2:1]([c:2]1[cH:3][cH:4][cH:5][cH:6][cH:7]1)[O:8][C:9]([CH2:10][N:11]([CH:12]([CH3:13])[c:14]1[cH:15][cH:16][cH:17][cH:18][cH:19]1)[CH2:20][CH2:21][CH:22]=[CH2:23])=[O:24].[CH3:26][CH:27]([N-:28][CH:29]([CH3:30])[CH3:31])[CH3:32].[Li+:25].[Zn+2:34]>>[CH2:1]([c:2]1[cH:3][cH:4][cH:5][cH:6][cH:7]1)[O:8][C:9]([CH:10]1[N:11]([CH:12]([CH3:13])[c:14]2[cH:15][cH:16][cH:17][cH:18][cH:19]2)[CH2:20][CH2:21][CH:22]1[CH3:23])=[O:24]. Reaction conditions: time 8 hour. Procedure: Acetic anhydride (8.72 g) was added with stirring to a mixture of 4-aminomethyl-1-(2-phenoxyethyl)piperidine (20.0 g) in pyridine (85 ml) containing 4-dimethylaminopyridine (catalytic amount) with cooling to maintain ambient temperature. The mixture was stirred overnight at ambient temperature and then evaporated to dryness. Water was removed by adding toluene and removing the toluene by distillation. The residue was dissolved in water (100 ml) and 2M hydrochloric acid (50 ml). The solution was ... Run in N1=CC=CC=C1 (pyridine). Reagents/catalysts: CN(C1=CC=NC=C1)C (4-dimethylaminopyridine). Yields the product O(C1=CC=CC=C1)CCN1CCC(CC1)CNC(C)=O (N-[1-(2-phenoxyethyl)piperid-4-ylmethyl]acetamide). Reaction SMILES: [C:1](OC(=O)C)(=[O:3])[CH3:2].[NH2:8][CH2:9][CH:10]1[CH2:15][CH2:14][N:13]([CH2:16][CH2:17][O:18][C:19]2[CH:24]=[CH:23][CH:22]=[CH:21][CH:20]=2)[CH2:12][CH2:11]1>N1C=CC=CC=1.CN(C)C1C=CN=CC=1>[O:18]([CH2:17][CH2:16][N:13]1[CH2:14][CH2:15][CH:10]([CH2:9][NH:8][C:1](=[O:3])[CH3:2])[CH2:11][CH2:12]1)[C:19]1[CH:20]=[CH:21][CH:22]=[CH:23][CH:24]=1. The reactants are C(C)(=O)OC(C)=O (Acetic anhydride), NCC1CCN(CC1)CCOC1=CC=CC=C1 (4-aminomethyl-1-(2-phenoxyethyl)piperidine). Reactants: C(C)(C)(C)OC(=O)N1CCC(CC1)OC=1C=C2C=CN(C(C2=CC1CC)=O)CC1=CC=C(C=C1)OC (4-[7-Ethyl-2-(4-methoxy-benzyl)-1-oxo-1,2-dihydro-isoquinolin-6-yloxy]-piperidine-1-carboxylic acid tert-butyl ester), BrC1=C(C=C2C=CNC(C2=C1)=O)OC1CCNCC1 (7-Bromo-6-(piperidin-4-yloxy)-2H-isoquinolin-1-one). Yields the product C(C)C1=C(C=C2C=CNC(C2=C1)=O)OC1CCNCC1 (7-Ethyl-6-(piperidin-4-yloxy)-2H-isoquinolin-1-one). Reaction SMILES: C(OC([N:8]1[CH2:13][CH2:12][CH:11]([O:14][C:15]2[CH:16]=[C:17]3[C:22](=[CH:23][C:24]=2[CH2:25][CH3:26])[C:21](=[O:27])[N:20](CC2C=CC(OC)=CC=2)[CH:19]=[CH:18]3)[CH2:10][CH2:9]1)=O)(C)(C)C.BrC1C=C2C(C=CNC2=O)=CC=1OC1CCNCC1>>[CH2:25]([C:24]1[CH:23]=[C:22]2[C:17]([CH:18]=[CH:19][NH:20][C:21]2=[O:27])=[CH:16][C:15]=1[O:14][CH:11]1[CH2:12][CH2:13][NH:8][CH2:9][CH2:10]1)[CH3:26]. Procedure details: 4-[7-Ethyl-2-(4-methoxy-benzyl)-1-oxo-1,2-dihydro-isoquinolin-6-yloxy]-piperidine-1-carboxylic acid tert-butyl ester (319) is deprotected following the method described for 7-bromo-6-(piperidin-4-yloxy)-2H-isoquinolin-1-one (17). Final purification by preparative HPLC delivers the title compound as trifluoroacetate. Rt=0.92 min (Method A). Detected mass: 273.2 (M+H+). Reactants: CCO, COC(=O)COc1c(C)cc(C(N)(C(F)(F)F)C(F)(F)F)cc1C, [Na+], [OH-]. The product is Cc1cc(C(N)(C(F)(F)F)C(F)(F)F)cc(C)c1OCC(=O)O. Reaction SMILES: [CH3:27][CH2:28][OH:29].[NH2:1][C:2]([C:3]([F:4])([F:5])[F:6])([C:7]([F:8])([F:9])[F:10])[c:11]1[cH:12][c:13]([CH3:24])[c:14]([O:15][CH2:16][C:17](=[O:18])[O:19][CH3:20])[c:21]([CH3:23])[cH:22]1.[Na+:26].[OH-:25]>>[NH2:1][C:2]([C:3]([F:4])([F:5])[F:6])([C:7]([F:8])([F:9])[F:10])[c:11]1[cH:12][c:13]([CH3:24])[c:14]([O:15][CH2:16][C:17](=[O:18])[OH:19])[c:21]([CH3:23])[cH:22]1.